This data is from the Open Reaction Database (ORD), a public repository of structured organic reaction records. The task is: describe an organic reaction: reactants, conditions, products, and yield Starting materials: C[O-], CO, COc1cc(Cl)ncc1[N+](=O)[O-], [Na+]. Yields the product COc1cc(OC)c([N+](=O)[O-])cn1. Reaction SMILES: [CH3:13][O-:14].[CH3:16][OH:17].[Cl:1][c:2]1[n:3][cH:4][c:5]([N+:10](=[O:11])[O-:12])[c:6]([O:8][CH3:9])[cH:7]1.[Na+:15]>>[c:2]1([O:14][CH3:13])[n:3][cH:4][c:5]([N+:10](=[O:11])[O-:12])[c:6]([O:8][CH3:9])[cH:7]1.